The task is: describe an organic reaction: reactants, conditions, products, and yield. This data is from the Open Reaction Database (ORD), a public repository of structured organic reaction records. The reactants are Br (HBr), FC=1C=CC(=C(C1)CO)OC ((5-Fluoro-2-methoxy-phenyl)-methanol). Solvent: C(Cl)(Cl)Cl (CHCl3). Run at time 1 hour. Yields the product BrCC1=C(C=CC(=C1)F)OC (2-Bromomethyl-4-fluoro-1-methoxy-benzene). As a reaction SMILES: [BrH:1].[F:2][C:3]1[CH:4]=[CH:5][C:6]([O:11][CH3:12])=[C:7]([CH2:9]O)[CH:8]=1>C(Cl)(Cl)Cl>[Br:1][CH2:9][C:7]1[CH:8]=[C:3]([F:2])[CH:4]=[CH:5][C:6]=1[O:11][CH3:12]. Reported procedure: Add Sodium borohydride (540 mg, 13.95 mmol) in portions to a solution of 5-Fluoro-2-methoxy-benzaldehyde (2.15 g, 13.94 mmol) in absolute EtOH (20 ml) and stir at room temperature. After 1 h, evaporate the solvent, dilute the residue in CH2Cl2 and treat with aqueous 3M HCl. Separate the phases, wash the organic one twice with H2O, dry over Na2SO4 and concentrate at vacuum to obtain pure (5-Fluoro-2-methoxy-phenyl)-methanol as white solid. Add aqueous concentrated HBr (15 ml) to a solution of (5-... The reactants are C(C1=CC=CC=C1)OC(=O)C1=C(N=C(NC1C1=CC(=C(C=C1)F)F)OC)COC (5-benzyloxycarbonyl-1,6-dihydro-2-methoxy-4-methoxymethyl-6-(3,4-difluorophenyl)pyrimidine), N1=CC=CC=C1 (pyridine), ClC(=O)OC1=CC=C(C=C1)[N+](=O)[O-] (4-nitrophenyl chloroformate). The solvent is C(Cl)Cl (CH2Cl2). Run at time 12 hour. Yields the product C(C1=CC=CC=C1)OC(=O)C1=C(N=C(N(C1C1=CC(=C(C=C1)F)F)C(=O)OC1=CC=C(C=C1)[N+](=O)[O-])OC)COC (5-Benzyloxycarbonyl-4-methoxymethyl-1,6-dihydro-2-methoxy-6-(3,4-difluorophenyl)-1-((4-nitrophenyloxy)carbonyl]pyrimidine). The yield is 86.3%. As a reaction SMILES: [CH2:1]([O:8][C:9]([C:11]1[CH:16]([C:17]2[CH:22]=[CH:21][C:20]([F:23])=[C:19]([F:24])[CH:18]=2)[NH:15][C:14]([O:25][CH3:26])=[N:13][C:12]=1[CH2:27][O:28][CH3:29])=[O:10])[C:2]1[CH:7]=[CH:6][CH:5]=[CH:4][CH:3]=1.N1C=CC=CC=1.Cl[C:37]([O:39][C:40]1[CH:45]=[CH:44][C:43]([N+:46]([O-:48])=[O:47])=[CH:42][CH:41]=1)=[O:38]>C(Cl)Cl>[CH2:1]([O:8][C:9]([C:11]1[CH:16]([C:17]2[CH:22]=[CH:21][C:20]([F:23])=[C:19]([F:24])[CH:18]=2)[N:15]([C:37]([O:39][C:40]2[CH:41]=[CH:42][C:43]([N+:46]([O-:48])=[O:47])=[CH:44][CH:45]=2)=[O:38])[C:14]([O:25][CH3:26])=[N:13][C:12]=1[CH2:27][O:28][CH3:29])=[O:10])[C:2]1[CH:3]=[CH:4][CH:5]=[CH:6][CH:7]=1. Reported procedure: To a well-stirred solution of 5-benzyloxycarbonyl-1,6-dihydro-2-methoxy-4-methoxymethyl-6-(3,4-difluorophenyl)pyrimidine (12 g, 29 mmol) and pyridine (10 mL) in CH2Cl2 (100 mL) was added powdered 4-nitrophenyl chloroformate (8.69 g, 43 mmol) at 0° C. The reaction mixture was stirred for 12 h at room temperature and the solvent was evaporated from the filtrate and the residue was purified by column chromatography (SiO2, dichloromethane/hexane, 20%-50%) to give the product as a foam (14.2 g, 86%). Starting materials: [OH-].[K+] (potassium hydroxide), NC1=NNC2=CC=CC=C12 (3-aminoindazole), Cl (hydrochloric acid), S(O)(O)(=O)=O (sulfuric acid), [OH-].[K+] (potassium hydroxide). Solvent: O (water), O (water). Conditions: temperature 80 celsius, time 3 hour. Product: NC1=NNC2=CC=C(C=C12)O (3-amino-5-hydroxyindazole). Yield: 51.1%. As a reaction SMILES: [NH2:1][C:2]1[C:10]2[C:5](=[CH:6][CH:7]=[CH:8][CH:9]=2)[NH:4][N:3]=1.S(=O)(=O)(O)[OH:12].[OH-].[K+].Cl>O>[NH2:1][C:2]1[C:10]2[C:5](=[CH:6][CH:7]=[C:8]([OH:12])[CH:9]=2)[NH:4][N:3]=1 |f:2.3|. Procedure: A mixture consisting of 5 g of 3-aminoindazole and 4.3 g of 95% sulfuric acid was stirred for 3 hours at 80° C. To the mixture was added 13 ml of water, and the pH of the mixture was adjusted to 14 with potassium hydroxide. The mixture was washed twice with 20 ml of chloroform, and water was removed under reduced pressure. The residue thus obtained was added with 12.5 g of potassium hydroxide and 0.6 ml of water, and the mixture was stirred for 8 hours at 250° C. After cooling, to the mixture wa...